From a dataset of the Open Reaction Database (ORD), a public repository of structured organic reaction records. describe an organic reaction: reactants, conditions, products, and yield The product is [C@@H]1([C@H](O)[C@@H](O)[C@H](O)[C@H](O1)CO)OC1=NNC(=C1CC1=CC=C(C=C1)CCCC(NC(C)(C)C(=O)N1CCNCC1)=O)C(C)C (3-(β-D-Glucopyranosyloxy)-5-isopropyl-4-{[4-(3-{1-[(piperazin-1-yl)carbonyl]-1-(methyl)ethylcarbamoyl}-propyl)phenyl]methyl}-1H-pyrazole). Reactants: C(C)(=O)O[C@H]1[C@@H](O[C@@H]([C@H]([C@@H]1OC(C)=O)OC(C)=O)COC(C)=O)OC1=NNC(=C1CC1=CC=C(C=C1)CCCC(NC(C)(C)C(=O)O)=O)C(C)C (3-(2,3,4,6-tetra-O-acetyl-β-D-glucopyranosyloxy)-4-[(4-{3-[1-carboxy-1-(methyl)ethyl-carbamoyl]propyl}phenyl)methyl]-5-isopropyl-1H-pyrazole), N1CCNCC1 (piperazine), OCCN1CCNCC1 (1-(2-hydroxyethyl)piperazine). Reported procedure: The title compound was prepared in a similar manner to that described in Example 48 using 3-(2,3,4,6-tetra-O-acetyl-β-D-glucopyranosyloxy)-4-[(4-{3-[1-carboxy-1-(methyl)ethyl-carbamoyl]propyl}phenyl)methyl]-5-isopropyl-1H-pyrazole and piperazine instead of 3-(2,3,4,6-tetra-O-acetyl-β-D-galactopyranosyloxy)-4-[(4-{3-[1-carboxy-1-(methyl)ethyl-carbamoyl]propyl}phenyl)methyl]-5-isopropyl-1H-pyrazole and 1-(2-hydroxyethyl)piperazine, respectively. Reaction SMILES: C([O:4][C@@H:5]1[C@@H:10]([O:11]C(=O)C)[C@H:9]([O:15]C(=O)C)[C@@H:8]([CH2:19][O:20]C(=O)C)[O:7][C@H:6]1[O:24][C:25]1[C:29]([CH2:30][C:31]2[CH:36]=[CH:35][C:34]([CH2:37][CH2:38][CH2:39][C:40](=[O:48])[NH:41][C:42]([C:45](O)=[O:46])([CH3:44])[CH3:43])=[CH:33][CH:32]=2)=[C:28]([CH:49]([CH3:51])[CH3:50])[NH:27][N:26]=1)(=O)C.[NH:52]1[CH2:57][CH2:56][NH:55][CH2:54][CH2:53]1.OCCN1CCNCC1>>[C@@H:6]1([O:24][C:25]2[C:29]([CH2:30][C:31]3[CH:32]=[CH:33][C:34]([CH2:37][CH2:38][CH2:39][C:40](=[O:48])[NH:41][C:42]([C:45]([N:52]4[CH2:57][CH2:56][NH:55][CH2:54][CH2:53]4)=[O:46])([CH3:44])[CH3:43])=[CH:35][CH:36]=3)=[C:28]([CH:49]([CH3:50])[CH3:51])[NH:27][N:26]=2)[O:7][C@H:8]([CH2:19][OH:20])[C@@H:9]([OH:15])[C@H:10]([OH:11])[C@H:5]1[OH:4]. The reactants are N1=CC=CC=C1 (pyridine), O1CCC2(CC1)CNC1=CC=CC=C12 (1,2,2′,3′,5′,6′-hexahydrospiro[3H-indole-3,4′-[4H]pyran]), Cl.CN(CCCN=C=NCC)C (N-[3-(dimethylamino)propyl]-N′-ethylcarbodiimide hydrochloride), N1(CCOCC1)C=1N=C(NC(C1)=O)CC(=O)[O-].[Na+] (sodium [4-(morpholin-4-yl)-6-oxo-1,6-dihydropyrimidin-2-yl]acetate). The solvent is CN(C=O)C (N,N-dimethylformamide). Run at time 16 hour. Yields the product N1(CCOCC1)C1=CC(NC(=N1)CC(N1CC2(CCOCC2)C2=CC=CC=C12)=O)=O (6-(morpholin-4-yl)-2-[2-oxo-2-(2′,3′,5′,6′-tetrahydrospiro[indole-3,4′-pyran]-1(2H)-yl)ethyl]pyrimidin-4(3H)-one). The yield is 78.1%. RXN SMILES: N1C=CC=CC=1.[O:7]1[CH2:12][CH2:11][C:10]2([C:20]3[C:15](=[CH:16][CH:17]=[CH:18][CH:19]=3)[NH:14][CH2:13]2)[CH2:9][CH2:8]1.Cl.CN(C)CCCN=C=NCC.[N:33]1([C:39]2[N:40]=[C:41]([CH2:46][C:47]([O-])=[O:48])[NH:42][C:43](=[O:45])[CH:44]=2)[CH2:38][CH2:37][O:36][CH2:35][CH2:34]1.[Na+]>CN(C)C=O>[N:33]1([C:39]2[N:40]=[C:41]([CH2:46][C:47](=[O:48])[N:14]3[C:15]4[C:20](=[CH:19][CH:18]=[CH:17][CH:16]=4)[C:10]4([CH2:11][CH2:12][O:7][CH2:8][CH2:9]4)[CH2:13]3)[NH:42][C:43](=[O:45])[CH:44]=2)[CH2:38][CH2:37][O:36][CH2:35][CH2:34]1 |f:2.3,4.5|. Procedure details: 3.8 ml of pyridine, 378 mg of 1,2,2′,3′,5′,6′-hexahydrospiro[3H-indole-3,4′-[4H]pyran] and 575 mg of N-[3-(dimethylamino)propyl]-N′-ethylcarbodiimide hydrochloride are successively added to a solution of 679 mg of sodium [4-(morpholin-4-yl)-6-oxo-1,6-dihydropyrimidin-2-yl]acetate (example 1d, step 2d) in 11.3 ml of N,N-dimethylformamide. The reaction mixture is stirred at ambient temperature for 16 hours, and then concentrated under reduced pressure. The residue is taken up in 25 ml of water and... Starting materials: C=C1COC(C)(C)OC1, B1C2CCCC1CCC2, Fc1cccc(CSc2nc(Cl)cc(Cl)n2)c1F, [K+], [K+], [K+], CC(=O)[O-], CC(=O)[O-], C1CCOC1, O=P([O-])([O-])[O-], [Pd+2], c1ccc(-c2ccccc2P(C2CCCCC2)C2CCCCC2)cc1. The product is CC1(C)OCC(Cc2cc(Cl)nc(SCc3cccc(F)c3F)n2)CO1. As a reaction SMILES: [CH3:10][C:11]1([CH3:18])[O:12][CH2:13][C:14](=[CH2:17])[CH2:15][O:16]1.[CH:1]12[CH2:2][CH2:3][CH2:4][CH:5]([BH:6]1)[CH2:7][CH2:8][CH2:9]2.[Cl:52][c:53]1[n:54][c:55]([S:60][CH2:61][c:62]2[c:63]([F:69])[c:64]([F:68])[cH:65][cH:66][cH:67]2)[n:56][c:57]([Cl:59])[cH:58]1.[K+:24].[K+:25].[K+:26].[O-:76][C:77]([CH3:78])=[O:79].[O-:80][C:81]([CH3:82])=[O:83].[O:70]1[CH2:71][CH2:72][CH2:73][CH2:74]1.[P:19]([O-:20])([O-:21])([O-:22])=[O:23].[Pd+2:75].[c:27]1(-[c:28]2[cH:29][cH:30][cH:31][cH:32][cH:33]2)[cH:34][cH:35][cH:36][cH:37][c:38]1[P:39]([CH:40]1[CH2:41][CH2:42][CH2:43][CH2:44][CH2:45]1)[CH:46]1[CH2:47][CH2:48][CH2:49][CH2:50][CH2:51]1>>[CH3:10][C:11]1([CH3:18])[O:12][CH2:13][CH:14]([CH2:17][c:57]2[n:56][c:55]([S:60][CH2:61][c:62]3[c:63]([F:69])[c:64]([F:68])[cH:65][cH:66][cH:67]3)[n:54][c:53]([Cl:52])[cH:58]2)[CH2:15][O:16]1. Starting materials: ON=C(C)NC1=NNC=C1C(=O)OCC (ethyl 3-[[1-(hydroxyimino)ethyl]amino]-pyrazole-4-carboxylate), N1=CC=CC=C1 (pyridine), C1(=CC=C(C=C1)S(=O)(=O)Cl)C (p-toluenesulfonyl chloride). Isolated yield 82.6%. Reaction conditions: time 3 hour. Run in C(C)(=O)OCC (ethyl acetate), O (water), CN(C=O)C (N,N-dimethylformamide). Procedure details: To a solution of ethyl 3-[[1-(hydroxyimino)ethyl]amino]-pyrazole-4-carboxylate (1.50 g) and pyridine (1.12 g) in N,N-dimethylformamide (20 ml) was added dropwise p-toluenesulfonyl chloride (1.39 g) under ice bath cooling and stirred at ambient temperature for 3 hours. The reaction mixture was diluted with ethyl acetate and water. The organic layer was separated and washed with saturated sodium hydrogen carbonate aqueous solution and brine. The solution was dried over magnesium sulfate and concen... The product is C1(=CC=C(C=C1)S(=O)(=O)ON=C(C)NC1=NNC=C1C(=O)OCC)C (ethyl 3-[1-(p-toluenesulfonyloxyimino)ethyl]amino-1H-pyrazole-4-carboxylate). RXN SMILES: [OH:1][N:2]=[C:3]([NH:5][C:6]1[C:10]([C:11]([O:13][CH2:14][CH3:15])=[O:12])=[CH:9][NH:8][N:7]=1)[CH3:4].N1C=CC=CC=1.[C:22]1([CH3:32])[CH:27]=[CH:26][C:25]([S:28](Cl)(=[O:30])=[O:29])=[CH:24][CH:23]=1>CN(C)C=O.C(OCC)(=O)C.O>[C:22]1([CH3:32])[CH:27]=[CH:26][C:25]([S:28]([O:1][N:2]=[C:3]([NH:5][C:6]2[C:10]([C:11]([O:13][CH2:14][CH3:15])=[O:12])=[CH:9][NH:8][N:7]=2)[CH3:4])(=[O:30])=[O:29])=[CH:24][CH:23]=1.